Dataset: the Open Reaction Database (ORD), a public repository of structured organic reaction records. Task: describe an organic reaction: reactants, conditions, products, and yield The reactants are C1COCCN1, CCc1cccc(O)c1, CC#N. Product: CCc1ccc(CN2CCOCC2)c(O)c1. RXN SMILES: [CH2:10]1[CH2:11][O:12][CH2:13][CH2:14][NH:15]1.[CH2:1]([CH3:2])[c:3]1[cH:4][c:5]([OH:9])[cH:6][cH:7][cH:8]1.[CH3:16][C:17]#[N:18]>>[CH2:1]([CH3:2])[c:3]1[cH:4][c:5]([OH:9])[c:6]([CH2:16][N:15]2[CH2:10][CH2:11][O:12][CH2:13][CH2:14]2)[cH:7][cH:8]1. Reactants: CC(C)(C#N)c1cccc(C(=O)O)c1, CN(C)C=O, CN1CCCC1=O, O=C(Cl)C(=O)Cl, Nc1cc(Oc2ccc3nc(NC(=O)C4CC4)cn3n2)c(Cl)cc1F, C1CCOC1. Product: CC(C)(C#N)c1cccc(C(=O)Nc2cc(Oc3ccc4nc(NC(=O)C5CC5)cn4n3)c(Cl)cc2F)c1. As a reaction SMILES: [C:1](#[N:2])[C:3]([CH3:4])([CH3:5])[c:6]1[cH:7][c:8]([C:9](=[O:10])[OH:11])[cH:12][cH:13][cH:14]1.[CH3:21][N:22]([CH3:23])[CH:24]=[O:25].[CH3:51][N:52]1[CH2:53][CH2:54][CH2:55][C:56]1=[O:57].[Cl:15][C:16]([C:17]([Cl:18])=[O:19])=[O:20].[NH2:26][c:27]1[c:28]([F:50])[cH:29][c:30]([Cl:49])[c:31]([O:32][c:33]2[cH:34][cH:35][c:36]3[n:37]([n:38]2)[cH:39][c:40]([NH:42][C:43](=[O:44])[CH:45]2[CH2:46][CH2:47]2)[n:41]3)[cH:48]1.[O:58]1[CH2:59][CH2:60][CH2:61][CH2:62]1>>[C:1](#[N:2])[C:3]([CH3:4])([CH3:5])[c:6]1[cH:7][c:8]([C:9](=[O:11])[NH:26][c:27]2[c:28]([F:50])[cH:29][c:30]([Cl:49])[c:31]([O:32][c:33]3[cH:34][cH:35][c:36]4[n:37]([n:38]3)[cH:39][c:40]([NH:42][C:43](=[O:44])[CH:45]3[CH2:46][CH2:47]3)[n:41]4)[cH:48]2)[cH:12][cH:13][cH:14]1. Starting materials: ClC1=C(C=C(C=C1)C1=C(N=C(N1)C(=O)O)C1=CC=NC=C1)O (5-(4-Chloro-3-hydroxyphenyl)-4-pyridin-4-yl-1H-imidazole-2-carboxylic acid), C(C(=O)Cl)(=O)Cl (oxalyl chloride). Reagents/catalysts: CN(C=O)C (dimethylformamide). Solvent: ClCCl (dichloromethane). Yields the product ClC1=C(C=C(C=C1)C1=C(N=C(N1)C(=O)Cl)C1=CC=NC=C1)O (5-(4-Chloro-3-hydroxyphenyl)-4-pyridin-4-yl-1H-imidazole-2-carbonyl chloride). Yield: 119.7%. As a reaction SMILES: [Cl:1][C:2]1[CH:7]=[CH:6][C:5]([C:8]2[NH:12][C:11]([C:13](O)=[O:14])=[N:10][C:9]=2[C:16]2[CH:21]=[CH:20][N:19]=[CH:18][CH:17]=2)=[CH:4][C:3]=1[OH:22].C(Cl)(=O)C([Cl:26])=O>ClCCl.CN(C)C=O>[Cl:1][C:2]1[CH:7]=[CH:6][C:5]([C:8]2[NH:12][C:11]([C:13]([Cl:26])=[O:14])=[N:10][C:9]=2[C:16]2[CH:21]=[CH:20][N:19]=[CH:18][CH:17]=2)=[CH:4][C:3]=1[OH:22]. Procedure: A suspension of the product from Step 1 (1.24 g, 3.9 mmol) in dichloromethane (50 ml) was treated with oxalyl chloride (3.4 ml, 39 mmol) and 10 drops dimethylformamide. The suspension was then heated at reflux for 5 hours, cooled and concentrated under vacuum. The resultant residue was azeotroped with toluene then trituated with hexane to afford the title compound (1.56 g), which was used without further purification. The reactants are CC(C)c1cccc(C(C)C)c1Br, CCCCCC, Cl, [Li]CCCC, C1CCOC1. Product: CC(C)c1cccc(C(C)C)c1C=O. RXN SMILES: [Br:6][c:7]1[c:8]([CH:16]([CH3:17])[CH3:18])[cH:9][cH:10][cH:11][c:12]1[CH:13]([CH3:14])[CH3:15].[CH3:25][CH2:26][CH2:27][CH2:28][CH2:29][CH3:30].[ClH:19].[Li:1][CH2:2][CH2:3][CH2:4][CH3:5].[O:20]1[CH2:21][CH2:24][CH2:23][CH2:22]1>>[c:7]1([CH:21]=[O:20])[c:8]([CH:16]([CH3:17])[CH3:18])[cH:9][cH:10][cH:11][c:12]1[CH:13]([CH3:14])[CH3:15]. Starting materials: COC1=CC=C(C=C1)N (4-anisidine), N(=O)OCCCCC (amyl nitrite), S(O)(O)(=O)=O (sulfuric acid), C(C)C(CO)CCCC (2-ethylhexanol), C(C=C)(=O)OCC(CCCC)CC (2-ethylhexyl acrylate). Reagents/catalysts: [Pd] (Pd). Run in O (water). Run at temperature 10 celsius, time 40 minute. Yields the product COC1=CC=C(C=CC(=O)OCC(CCCC)CC)C=C1 (2-ethylhexyl p-methoxycinnamate). As a reaction SMILES: [CH3:1][O:2][C:3]1[CH:8]=[CH:7][C:6](N)=[CH:5][CH:4]=1.S(=O)(=O)(O)O.C(C(CCCC)CO)C.N(OCCCCC)=O.[C:32]([O:36][CH2:37][CH:38]([CH2:43][CH3:44])[CH2:39][CH2:40][CH2:41][CH3:42])(=[O:35])[CH:33]=[CH2:34]>O.[Pd]>[CH3:1][O:2][C:3]1[CH:8]=[CH:7][C:6]([CH:34]=[CH:33][C:32]([O:36][CH2:37][CH:38]([CH2:43][CH3:44])[CH2:39][CH2:40][CH2:41][CH3:42])=[O:35])=[CH:5][CH:4]=1. Reported procedure: 12.3 g of 4-anisidine (4-methoxyaniline) are mixed with stirring with 10 ml of concentrated sulfuric acid and 60 ml of 2-ethylhexanol and the mixture is cooled to about 10° C. 11.7 g of amyl nitrite are then slowly added and the mixture is stirred for a further 40 minutes after addition is completed. 20.2 g of 2-ethylhexyl acrylate and 100 mg of Pd (5% by weight of Pd on activated charcoal) are then added to the reaction mixture which is heated in the course of 1 hour to 65° C. and stirred for 1... Reactants: C([O-])(O)=O.[Na+] (sodium bicarbonate), C1(=CC=C(C=C1)S(=O)(=O)O)C (p-toluenesulfonic acid), C(CS)S (1,2-ethanedithiol), COC([C@H]1N(CC(C1)=O)C(=O)OCC1=CC=CC=C1)=O (1-benzyloxycarbonyl-4-keto-(S)-proline methyl ester). The solvent is C(C)(=O)O (acetic acid). The product is COC(=O)[C@H]1N(CC2(SCCS2)C1)C(=O)OCC1=CC=CC=C1 (7-benzyloxycarbonyl-1,4-dithia-7-azaspiro-[4.4]nonane-8(S)-carboxylic acid methylester). As a reaction SMILES: [CH3:1][O:2][C:3](=[O:20])[C@@H:4]1[CH2:8][C:7](=O)[CH2:6][N:5]1[C:10]([O:12][CH2:13][C:14]1[CH:19]=[CH:18][CH:17]=[CH:16][CH:15]=1)=[O:11].C1(C)C=CC(S(O)(=O)=O)=CC=1.[CH2:32]([SH:35])[CH2:33][SH:34].C(=O)(O)[O-].[Na+]>C(O)(=O)C>[CH3:1][O:2][C:3]([C@@H:4]1[CH2:8][C:7]2([S:35][CH2:32][CH2:33][S:34]2)[CH2:6][N:5]1[C:10]([O:12][CH2:13][C:14]1[CH:19]=[CH:18][CH:17]=[CH:16][CH:15]=1)=[O:11])=[O:20] |f:3.4|. Procedure: Dissolve 7.0 g of 1-benzyloxycarbonyl-4-keto-(S)-proline methyl ester in 75 ml of glacial acetic acid. Add 0.7 g of p-toluenesulfonic acid and 2.8 g of 1,2-ethanedithiol and heat under reflux with stirring for eighteen hours. Add the reaction mixture to saturated sodium bicarbonate solution and extract with ethyl acetate. Dry the organic layer over magnesium sulfate and concentrate it. Place the residue on a column of silica gel (300 g, 60-200 mesh) and elute with hexane:ethyl acetate (1:1) to g...